Task: describe an organic reaction: reactants, conditions, products, and yield. Dataset: the Open Reaction Database (ORD), a public repository of structured organic reaction records The reactants are ClC1=C(C=CC(=C1)F)CC(=O)O ((2-chloro-4-fluorophenyl)acetic acid), CN[C@@H]1CCC=2N(C3=CC=CC=C3C2CC(=O)OCCC)C1 (propyl [(7R)-7-(methylamino)-6,7,8,9-tetrahydropyrido[1,2-a]indol-10-yl]acetate). Product: ClC1=C(C=CC(=C1)F)CC(=O)N([C@@H]1CCC=2N(C3=CC=CC=C3C2CC(=O)O)C1)C ({(7R)-7-[[(2-chloro-4-fluorophenyl)acetyl](methyl)amino]-6,7,8,9-tetrahydropyrido[1,2-a]indol-10-yl}acetic acid). RXN SMILES: [Cl:1][C:2]1[CH:7]=[C:6]([F:8])[CH:5]=[CH:4][C:3]=1[CH2:9][C:10]([OH:12])=O.[CH3:13][NH:14][C@H:15]1[CH2:34][N:19]2[C:20]3[C:25]([C:26]([CH2:27][C:28]([O:30]CCC)=[O:29])=[C:18]2[CH2:17][CH2:16]1)=[CH:24][CH:23]=[CH:22][CH:21]=3>>[Cl:1][C:2]1[CH:7]=[C:6]([F:8])[CH:5]=[CH:4][C:3]=1[CH2:9][C:10]([N:14]([CH3:13])[C@H:15]1[CH2:34][N:19]2[C:20]3[C:25]([C:26]([CH2:27][C:28]([OH:30])=[O:29])=[C:18]2[CH2:17][CH2:16]1)=[CH:24][CH:23]=[CH:22][CH:21]=3)=[O:12]. Procedure details: The title compound was prepared using analogous procedures described in Example 1 (Method A) from (2-chloro-4-fluorophenyl)acetic acid and propyl [(7R)-7-(methylamino)-6,7,8,9-tetrahydropyrido[1,2-a]indol-10-yl]acetate. MS (+ESI) m/z: 429. The reactants are CCO, N, O=[N+]([O-])c1ccc2c(c1)C1OC1C(CF)(CF)O2. Yields the product NC1c2cc([N+](=O)[O-])ccc2OC(CF)(CF)C1O. As a reaction SMILES: [CH3:20][CH2:21][OH:22].[NH3:19].[O:1]1[CH:2]2[C:3]([CH2:15][F:16])([CH2:17][F:18])[O:4][c:5]3[c:6]([cH:8][c:9]([N+:12](=[O:13])[O-:14])[cH:10][cH:11]3)[CH:7]12>>[OH:1][CH:2]1[C:3]([CH2:15][F:16])([CH2:17][F:18])[O:4][c:5]2[c:6]([cH:8][c:9]([N+:12](=[O:13])[O-:14])[cH:10][cH:11]2)[CH:7]1[NH2:19]. Starting materials: O=C([O-])[O-], OB(O)c1ccccc1OCc1ccccc1, C1COCCO1, CCOC(C)=O, [Cs+], [Cs+], O=S(=O)(Oc1ccc(C(F)(F)F)cc1CN(Cc1cc(C(F)(F)F)cc(C(F)(F)F)c1)c1ncc(N2CCOCC2)cn1)C(F)(F)F, O. Yields the product FC(F)(F)c1cc(CN(Cc2cc(C(F)(F)F)ccc2-c2ccccc2OCc2ccccc2)c2ncc(N3CCOCC3)cn2)cc(C(F)(F)F)c1. RXN SMILES: [C:65](=[O:66])([O-:67])[O-:68].[CH2:48]([c:49]1[cH:50][cH:51][cH:52][cH:53][cH:54]1)[O:55][c:56]1[c:57]([B:62]([OH:63])[OH:64])[cH:58][cH:59][cH:60][cH:61]1.[CH2:72]1[O:73][CH2:74][CH2:75][O:76][CH2:77]1.[CH3:78][CH2:79][O:80][C:81](=[O:82])[CH3:83].[Cs+:69].[Cs+:70].[F:1][C:2]([c:3]1[cH:4][c:5]([CH2:6][N:7]([c:8]2[n:9][cH:10][c:11]([N:14]3[CH2:15][CH2:16][O:17][CH2:18][CH2:19]3)[cH:12][n:13]2)[CH2:20][c:21]2[c:22]([O:31][S:32]([C:33]([F:34])([F:35])[F:36])(=[O:37])=[O:38])[cH:23][cH:24][c:25]([C:27]([F:28])([F:29])[F:30])[cH:26]2)[cH:39][c:40]([C:42]([F:43])([F:44])[F:45])[cH:41]1)([F:46])[F:47].[OH2:71]>>[F:1][C:2]([c:3]1[cH:4][c:5]([CH2:6][N:7]([c:8]2[n:9][cH:10][c:11]([N:14]3[CH2:15][CH2:16][O:17][CH2:18][CH2:19]3)[cH:12][n:13]2)[CH2:20][c:21]2[c:22](-[c:57]3[c:56]([O:55][CH2:48][c:49]4[cH:50][cH:51][cH:52][cH:53][cH:54]4)[cH:61][cH:60][cH:59][cH:58]3)[cH:23][cH:24][c:25]([C:27]([F:28])([F:29])[F:30])[cH:26]2)[cH:39][c:40]([C:42]([F:43])([F:44])[F:45])[cH:41]1)([F:46])[F:47]. Reactants: CO, Cl, CCOC(=O)c1cnc2c(c1)CC1(C2)C(=O)N(COCC[Si](C)(C)C)c2ncc(F)cc21, NCCN, [Na+], [OH-], O. Product: CCOC(=O)c1cnc2c(c1)CC1(C2)C(=O)Nc2ncc(F)cc21. Reaction SMILES: [CH3:40][OH:41].[ClH:33].[F:1][c:2]1[cH:3][c:4]2[c:5]([n:6][cH:7]1)[N:8]([CH2:25][O:26][CH2:27][CH2:28][Si:29]([CH3:30])([CH3:31])[CH3:32])[C:9](=[O:24])[C:10]21[CH2:11][c:12]2[c:13]([n:14][cH:15][c:16]([C:18](=[O:19])[O:20][CH2:21][CH3:22])[cH:17]2)[CH2:23]1.[NH2:34][CH2:35][CH2:36][NH2:37].[Na+:39].[OH-:38].[OH2:42]>>[F:1][c:2]1[cH:3][c:4]2[c:5]([n:6][cH:7]1)[NH:8][C:9](=[O:24])[C:10]21[CH2:11][c:12]2[c:13]([n:14][cH:15][c:16]([C:18](=[O:19])[O:20][CH2:21][CH3:22])[cH:17]2)[CH2:23]1.